From a dataset of the Open Reaction Database (ORD), a public repository of structured organic reaction records. describe an organic reaction: reactants, conditions, products, and yield Reactants: FC=1C=C(C(=NC1)N(C=O)CC1=CC2=C(N=C(S2)SC)C=C1)[N+](=O)[O-] (N-(5-fluoro-3-nitropyridin-2-yl)-N-((2-(methylthio)benzo[d]thiazol-6-yl)methyl)formamide). The reagents and catalysts are [Fe] (iron). Solvent: CCO (EtOH), CC(=O)O (HOAc). The product is FC=1C=C2C(=NC1)N(C=N2)CC2=CC1=C(N=C(S1)SC)C=C2 (6-((6-fluoro-3H-imidazo[4,5-b]pyridin-3-yl)methyl)-2-(methylthio)benzo[d]thiazole). Yield: 28.0%. Reaction SMILES: [F:1][C:2]1[CH:3]=[C:4]([N+:23]([O-])=O)[C:5]([N:8]([CH2:11][C:12]2[CH:22]=[CH:21][C:15]3[N:16]=[C:17]([S:19][CH3:20])[S:18][C:14]=3[CH:13]=2)[CH:9]=O)=[N:6][CH:7]=1>CCO.CC(O)=O.[Fe]>[F:1][C:2]1[CH:3]=[C:4]2[N:23]=[CH:9][N:8]([CH2:11][C:12]3[CH:22]=[CH:21][C:15]4[N:16]=[C:17]([S:19][CH3:20])[S:18][C:14]=4[CH:13]=3)[C:5]2=[N:6][CH:7]=1. Procedure: A stirred mixture of N-(5-fluoro-3-nitropyridin-2-yl)-N-((2-(methylthio)benzo[d]thiazol-6-yl)methyl)formamide and iron powder (6 g, 108 mmol) in EtOH (70 mL) and HOAc (30 mL) was heated at reflux for 2 h. The mixture was cooled to rt, filtered, and the filtrate was concentrated under reduced pressure. The residue was purified by silica gel flash chromatography, eluting with a gradient of 100% hexanes to 100% EtOAc, to afford 6-((6-fluoro-3H-imidazo[4,5-b]pyridin-3-yl)methyl)-2-(methylthio)benzo[... Starting materials: CNC1=NC=C(C=C1NC(=O)C=1C=NC=CC1SCC)C(F)(F)F (4-ethylsulfanylpyridine-3-carboxylic acid (2-methylamino-5-trifluoromethylpyridin-3-yl)-amide), acid-hydrate, C([O-])(O)=O.[Na+] (sodium bicarbonate). Solvent: CN1CCCC1=O (NMP). Run at temperature 150 celsius, time 2 hour. Product: C(C)SC1=C(C=NC=C1)C1=NC=2C(=NC=C(C2)C(F)(F)F)N1C (2-(4-ethylsulfanylpyridin-3-yl)-3-methyl-6-trifluoromethyl-3H-imidazo[4,5-b]pyridine). Isolated yield 97.8%. RXN SMILES: [CH3:1][NH:2][C:3]1[C:8]([NH:9][C:10]([C:12]2[CH:13]=[N:14][CH:15]=[CH:16][C:17]=2[S:18][CH2:19][CH3:20])=O)=[CH:7][C:6]([C:21]([F:24])([F:23])[F:22])=[CH:5][N:4]=1.C(=O)(O)[O-].[Na+]>CN1C(=O)CCC1>[CH2:19]([S:18][C:17]1[CH:16]=[CH:15][N:14]=[CH:13][C:12]=1[C:10]1[N:2]([CH3:1])[C:3]2=[N:4][CH:5]=[C:6]([C:21]([F:24])([F:23])[F:22])[CH:7]=[C:8]2[N:9]=1)[CH3:20] |f:1.2|. Procedure details: A mixture of 700 mg of 4-ethylsulfanylpyridine-3-carboxylic acid (2-methylamino-5-trifluoromethylpyridin-3-yl)-amide, 704 mg of p-toluenesolufonic acid-hydrate and 3.5 ml of NMP was heated and stirred at 150° C. for 2 hours. A saturated aqueous sodium bicarbonate solution was poured to the cooled reaction mixture, and the precipitated solid was filtered. The resulting solid was washed with water and n-hexane and then dried to obtain 650 mg of 2-(4-ethylsulfanylpyridin-3-yl)-3-methyl-6-trifluorom... Reaction SMILES: [CH3:1][O:2][C:3](=[O:4])[c:5]1[cH:6][c:7]2[c:8]([n:9][cH:10]1)[nH:11][c:12]([C:14](=[CH:15][CH:16]1[CH2:17][CH2:18][CH2:19][CH2:20]1)[c:21]1[cH:22][n:23][c:24]([S:27](=[O:28])(=[O:29])[CH3:30])[cH:25][cH:26]1)[cH:13]2.[CH3:31][OH:32]>>[CH3:1][O:2][C:3](=[O:4])[c:5]1[cH:6][c:7]2[c:8]([n:9][cH:10]1)[nH:11][c:12]([CH:14]([CH2:15][CH:16]1[CH2:17][CH2:18][CH2:19][CH2:20]1)[c:21]1[cH:22][n:23][c:24]([S:27](=[O:28])(=[O:29])[CH3:30])[cH:25][cH:26]1)[cH:13]2. Product: COC(=O)c1cnc2[nH]c(C(CC3CCCC3)c3ccc(S(C)(=O)=O)nc3)cc2c1. Starting materials: COC(=O)c1cnc2[nH]c(C(=CC3CCCC3)c3ccc(S(C)(=O)=O)nc3)cc2c1, CO. Conditions: temperature 50 celsius, time 8 hour. The reactants are C(\C=C\C)(=O)Cl (crotonyl chloride), Cl.OC(C[N+](C)(C)C)CC([O-])=O (carnitine hydrochloride), C(C)OCC (ethyl ether). The product is C(\C=C\C)(=O)C(O)(C[N+](C)(C)C)CC([O-])=O (crotonoyl carnitine). The solvent is FC(C(=O)O)(F)F (trifluoroacetic acid). Reported procedure: 8 cc (0.08 moles) of crotonyl chloride were added to a solution of carnitine hydrochloride (8 grams; 0.04 moles) in trifluoroacetic acid. The reaction mixture was kept under stirring at 50° C. overnight. Subsequently, ethyl ether was added to the mixture and a precipitate formed. The precipitate was filtered off and used as such in the subsequent reaction. Reaction SMILES: [C:1](Cl)(=[O:5])/[CH:2]=[CH:3]/[CH3:4].Cl.[OH:8][CH:9]([CH2:15][C:16](=[O:18])[O-:17])[CH2:10][N+:11]([CH3:14])([CH3:13])[CH3:12].C(OCC)C>FC(F)(F)C(O)=O>[C:1]([C:9]([CH2:15][C:16](=[O:17])[O-:18])([CH2:10][N+:11]([CH3:12])([CH3:13])[CH3:14])[OH:8])(=[O:5])/[CH:2]=[CH:3]/[CH3:4] |f:1.2|. The reactants are CC(C)CCO, Clc1cncc(Cl)n1, Fc1ccc(OCC2CC3CNCCN3C2)cc1, [Na+], [Na+], O=C([O-])[O-]. Product: Fc1ccc(OCC2CC3CN(c4cncc(Cl)n4)CCN3C2)cc1. Reaction SMILES: [CH2:33]([OH:34])[CH2:35][CH:36]([CH3:37])[CH3:38].[Cl:19][c:20]1[n:21][c:22]([Cl:26])[cH:23][n:24][cH:25]1.[F:1][c:2]1[cH:3][cH:4][c:5]([O:6][CH2:7][CH:8]2[CH2:9][CH:10]3[N:11]([CH2:12][CH2:13][NH:14][CH2:15]3)[CH2:16]2)[cH:17][cH:18]1.[Na+:27].[Na+:28].[O-:29][C:30](=[O:31])[O-:32]>>[F:1][c:2]1[cH:3][cH:4][c:5]([O:6][CH2:7][CH:8]2[CH2:9][CH:10]3[N:11]([CH2:12][CH2:13][N:14]([c:22]4[n:21][c:20]([Cl:19])[cH:25][n:24][cH:23]4)[CH2:15]3)[CH2:16]2)[cH:17][cH:18]1.